This data is from the Open Reaction Database (ORD), a public repository of structured organic reaction records. The task is: describe an organic reaction: reactants, conditions, products, and yield The solvent is C(Cl)Cl (methylene chloride). Reported procedure: To tert-butyl cyclopropyl(3-formyl-5-(3-hydroxyphenyl)pyrazolo[1,5-a]pyrimidin-7-yl)carbamate (400 mg, 1.01 mmol) in methylene chloride (20 mL) was added TFA (10 mL). The reaction mixture was stirred at room temperature for 2 hours. The volatiles were removed by rotary evaporation and the residue was purified by silica gel chromatography (0%-40% EtOAc/hexanes) to provide 103 mg of 7-(cyclopropylamino)-5-(3hydroxyphenyl)pyrazolo[1,5-a]pyrimidine-3-carbaldehyde. (35%). LCMS (M+1=295) The yield is 34.7%. As a reaction SMILES: [CH:1]1([N:4]([C:12]2[N:17]3[N:18]=[CH:19][C:20]([CH:21]=[O:22])=[C:16]3[N:15]=[C:14]([C:23]3[CH:28]=[CH:27][CH:26]=[C:25]([OH:29])[CH:24]=3)[CH:13]=2)C(=O)OC(C)(C)C)[CH2:3][CH2:2]1.C(O)(C(F)(F)F)=O>C(Cl)Cl>[CH:1]1([NH:4][C:12]2[N:17]3[N:18]=[CH:19][C:20]([CH:21]=[O:22])=[C:16]3[N:15]=[C:14]([C:23]3[CH:28]=[CH:27][CH:26]=[C:25]([OH:29])[CH:24]=3)[CH:13]=2)[CH2:3][CH2:2]1. Product: C1(CC1)NC1=CC(=NC=2N1N=CC2C=O)C2=CC(=CC=C2)O (7-(cyclopropylamino)-5-(3hydroxyphenyl)pyrazolo[1,5-a]pyrimidine-3-carbaldehyde). The reactants are C1(CC1)N(C(OC(C)(C)C)=O)C1=CC(=NC=2N1N=CC2C=O)C2=CC(=CC=C2)O (tert-butyl cyclopropyl(3-formyl-5-(3-hydroxyphenyl)pyrazolo[1,5-a]pyrimidin-7-yl)carbamate), C(=O)(C(F)(F)F)O (TFA). Conditions: time 2 hour. Reactants: CC1CCCCN1c1ccc(Br)cc1CO, CCN(C(C)C)C(C)C, CS(=O)(=O)Cl, CCOCC, CO, ClCCl. The product is COCc1cc(Br)ccc1N1CCCCC1C. RXN SMILES: [Br:1][c:2]1[cH:3][cH:4][c:5]([N:10]2[CH:11]([CH3:16])[CH2:12][CH2:13][CH2:14][CH2:15]2)[c:6]([CH2:8][OH:9])[cH:7]1.[CH2:17]([N:18]([CH:19]([CH3:20])[CH3:21])[CH:22]([CH3:23])[CH3:24])[CH3:25].[CH3:26][S:27](=[O:28])(=[O:29])[Cl:30].[CH3:31][CH2:32][O:33][CH2:34][CH3:35].[CH3:39][OH:40].[Cl:36][CH2:37][Cl:38]>>[Br:1][c:2]1[cH:3][cH:4][c:5]([N:10]2[CH:11]([CH3:16])[CH2:12][CH2:13][CH2:14][CH2:15]2)[c:6]([CH2:8][O:9][CH3:17])[cH:7]1. The reactants are [N+](=O)([O-])C(C(=O)OCC)C1C2=CC=CC=C2SC=2C=CC=CC12 (Ethyl α-nitro-9H-thioxanthene-9-acetate), Cl (hydrochloric acid). The reagents and catalysts are [Pd] (palladium on carbon). The solvent is C(C)O (ethanol). The product is Cl.NC(C(=O)OCC)C1C2=CC=CC=C2SC=2C=CC=CC12 (Ethyl α-amino-9H-thioxanthene-9-acetate, hydrochloride). As a reaction SMILES: [N+:1]([CH:4]([CH:10]1[C:23]2[CH:22]=[CH:21][CH:20]=[CH:19][C:18]=2[S:17][C:16]2[C:11]1=[CH:12][CH:13]=[CH:14][CH:15]=2)[C:5]([O:7][CH2:8][CH3:9])=[O:6])([O-])=O.[ClH:24]>C(O)C.[Pd]>[ClH:24].[NH2:1][CH:4]([CH:10]1[C:11]2[CH:12]=[CH:13][CH:14]=[CH:15][C:16]=2[S:17][C:18]2[C:23]1=[CH:22][CH:21]=[CH:20][CH:19]=2)[C:5]([O:7][CH2:8][CH3:9])=[O:6] |f:4.5|. Reported procedure: Ethyl α-nitro-9H-thioxanthene-9-acetate (4.4 g, 13.4 mmol) is hydrogenated in 200 mL of ethanol and 13.5 mL of concentrated hydrochloric acid with 1.0 g of 20% palladium on carbon (51 psi, 28 hours). The filtered solution is stripped of solvent and the residual solid washed with dichloromethane, dried at 45° C./2 mm Hg. This gives 3.66 g of the title compound; mp 238°-240° C. An additional crop (0.41 g) is obtained after cooling the mother liquor; mp 233°-236° C. Starting materials: CCCCCCCN(CCc1ccc(CC(O)C(=O)OCC)cc1)C(=O)OC(C)(C)C, [CH2]C, Oc1ccccc1. Yields the product CCCCCCCN(CCc1ccc(CC(Oc2ccccc2)C(=O)OCC)cc1)C(=O)OC(C)(C)C. As a reaction SMILES: [CH2:1]([CH3:2])[O:3][C:4]([CH:5]([CH2:6][c:7]1[cH:8][cH:9][c:10]([CH2:13][CH2:14][N:15]([CH2:16][CH2:17][CH2:18][CH2:19][CH2:20][CH2:21][CH3:22])[C:23](=[O:24])[O:25][C:26]([CH3:27])([CH3:28])[CH3:29])[cH:11][cH:12]1)[OH:30])=[O:31].[CH2:39][CH3:40].[OH:32][c:33]1[cH:34][cH:35][cH:36][cH:37][cH:38]1>>[CH2:1]([CH3:2])[O:3][C:4]([CH:5]([CH2:6][c:7]1[cH:8][cH:9][c:10]([CH2:13][CH2:14][N:15]([CH2:16][CH2:17][CH2:18][CH2:19][CH2:20][CH2:21][CH3:22])[C:23](=[O:24])[O:25][C:26]([CH3:27])([CH3:28])[CH3:29])[cH:11][cH:12]1)[O:30][c:33]1[cH:34][cH:35][cH:36][cH:37][cH:38]1)=[O:31].